Dataset: the Open Reaction Database (ORD), a public repository of structured organic reaction records. Task: describe an organic reaction: reactants, conditions, products, and yield Starting materials: CCOC(=O)Cn1nc(CC)cc1CC, [Na+], C1CCOC1, [OH-], O. The product is CCc1cc(CC)n(CC(=O)O)n1. RXN SMILES: [CH2:1]([CH3:2])[c:3]1[n:4][n:5]([CH2:10][C:11](=[O:12])[O:13][CH2:14][CH3:15])[c:6]([CH2:8][CH3:9])[cH:7]1.[Na+:17].[O:18]1[CH2:19][CH2:20][CH2:21][CH2:22]1.[OH-:16].[OH2:23]>>[CH2:1]([CH3:2])[c:3]1[n:4][n:5]([CH2:10][C:11](=[O:12])[OH:13])[c:6]([CH2:8][CH3:9])[cH:7]1.